Dataset: the Open Reaction Database (ORD), a public repository of structured organic reaction records. Task: describe an organic reaction: reactants, conditions, products, and yield Starting materials: CC(C)(C)OC(=O)Nc1ccc(-c2ccc(F)cc2)cc1N, CSc1nccn1-c1cccc(C(=O)CC(=O)OC(C)(C)C)c1. The product is CSc1nccn1-c1cccc(C(=O)CC(=O)Nc2cc(-c3ccc(F)cc3)ccc2NC(=O)OC(C)(C)C)c1. RXN SMILES: [C:1]([CH3:2])([CH3:3])([CH3:4])[O:5][C:6]([NH:7][c:8]1[c:9]([NH2:21])[cH:10][c:11](-[c:14]2[cH:15][cH:16][c:17]([F:20])[cH:18][cH:19]2)[cH:12][cH:13]1)=[O:22].[C:23]([CH3:25])([CH3:26])([O:27][C:28](=[O:24])[CH2:29][C:30](=[O:31])[c:32]1[cH:33][c:34](-[n:38]2[c:39]([S:43][CH3:44])[n:40][cH:41][cH:42]2)[cH:35][cH:36][cH:37]1)[CH3:45]>>[C:1]([CH3:2])([CH3:3])([CH3:4])[O:5][C:6]([NH:7][c:8]1[c:9]([NH:21][C:28](=[O:27])[CH2:29][C:30](=[O:31])[c:32]2[cH:33][c:34](-[n:38]3[c:39]([S:43][CH3:44])[n:40][cH:41][cH:42]3)[cH:35][cH:36][cH:37]2)[cH:10][c:11](-[c:14]2[cH:15][cH:16][c:17]([F:20])[cH:18][cH:19]2)[cH:12][cH:13]1)=[O:22].